From a dataset of the Open Reaction Database (ORD), a public repository of structured organic reaction records. describe an organic reaction: reactants, conditions, products, and yield Starting materials: CC1=NNC2=CC(=CC=C12)C(=O)OC (methyl 3-methyl-indazole-6-carboxylate), C(C1=CC=CC=C1)Br (benzyl bromide), C([O-])([O-])=O.[K+].[K+] (potassium carbonate), C1COCCOCCOCCOCCOCCO1 (18-crown-6). Solvent: CC(=O)C (acetone), O (water). Run at time 12 hour. Product: C(C1=CC=CC=C1)N1N=C(C2=CC=C(C=C12)C(=O)OC)C (Methyl 1-benzyl-3-methyl-1H-indazole-6-carboxylate), C(C1=CC=CC=C1)N1N=C2C=C(C=CC2=C1C)C(=O)OC (methyl 2-benzyl-3-methyl-indazole-6-carboxylate). As a reaction SMILES: [CH3:1][C:2]1[C:10]2[C:5](=[CH:6][C:7]([C:11]([O:13][CH3:14])=[O:12])=[CH:8][CH:9]=2)[NH:4][N:3]=1.[CH2:15](Br)[C:16]1[CH:21]=[CH:20][CH:19]=[CH:18][CH:17]=1.C(=O)([O-])[O-].[K+].[K+].C1OCCOCCOCCOCCOCCOC1>CC(C)=O.O>[CH2:15]([N:4]1[C:5]2[C:10](=[CH:9][CH:8]=[C:7]([C:11]([O:13][CH3:14])=[O:12])[CH:6]=2)[C:2]([CH3:1])=[N:3]1)[C:16]1[CH:21]=[CH:20][CH:19]=[CH:18][CH:17]=1.[CH2:15]([N:3]1[C:2]([CH3:1])=[C:10]2[C:5]([CH:6]=[C:7]([C:11]([O:13][CH3:14])=[O:12])[CH:8]=[CH:9]2)=[N:4]1)[C:16]1[CH:21]=[CH:20][CH:19]=[CH:18][CH:17]=1 |f:2.3.4|. Reported procedure: A solution of methyl 3-methyl-indazole-6-carboxylate (0.2 g, Reference Example 44) in acetone (15 ml) was treated with benzyl bromide (0.898 g) then with potassium carbonate (0.290 g) and a catalytic amount of 18-crown-6. The mixture was stirred for 12 hours at room temperature then poured into water (30 ml) and then extracted three times with ethyl acetate (30 ml). The combined extracts were dried over sodium sulphate then evaporated. The residue was subjected to flash chromatography on silica ...